Dataset: the Open Reaction Database (ORD), a public repository of structured organic reaction records. Task: describe an organic reaction: reactants, conditions, products, and yield Product: C(C)[NH2+]CC.COC=1C=C2C=CC(=CC2=CC1)C(C(=O)[O-])O (6-methoxy-2-naphthylglycolic acid, diethylammonium salt). Reported procedure: Anhydrous diethylamine (0.11 moles) is added dropwise to a stirred solution of 6-methoxy-2-naphthylglycolic acid (0.10 moles) in 100 ml. of n-hexane at 0°C. The precipitated diethylammonium salt is collected on a filter washed with n-hexane and dried in a vacuum desiccator to obtain 6-methoxy-2-naphthylglycolic acid, diethylammonium salt. Solvent: CCCCCC (n-hexane). As a reaction SMILES: [CH2:1]([NH:3][CH2:4][CH3:5])[CH3:2].[CH3:6][O:7][C:8]1[CH:9]=[C:10]2[C:15](=[CH:16][CH:17]=1)[CH:14]=[C:13]([CH:18]([OH:22])[C:19]([OH:21])=[O:20])[CH:12]=[CH:11]2>CCCCCC>[CH2:1]([NH2+:3][CH2:4][CH3:5])[CH3:2].[CH3:6][O:7][C:8]1[CH:9]=[C:10]2[C:15](=[CH:16][CH:17]=1)[CH:14]=[C:13]([CH:18]([OH:22])[C:19]([O-:21])=[O:20])[CH:12]=[CH:11]2 |f:3.4|. Reactants: C(C)NCC (diethylamine), COC=1C=C2C=CC(=CC2=CC1)C(C(=O)O)O (6-methoxy-2-naphthylglycolic acid). Reactants: NC=1SC=C(N1)CC(NC1=CC(=CC=C1)C(F)(F)F)=O (2-amino-4-(3-trifluoromethylphenylcarbamoylmethyl)thiazole), ClC(=O)OC (methyl chloroformate), N1=CC=CC=C1 (pyridine), O (water). Product: C(C)(=O)ONC=1SC=C(N1)CC(NC1=CC(=CC=C1)C(F)(F)F)=O (2-ACETOXYAMINO-4-(3-TRIFLUOROMETHYLPHENYLCARBAMOYLMETHYL)THIAZOLE). Reaction SMILES: [NH2:1][C:2]1[S:3][CH:4]=[C:5]([CH2:7][C:8](=[O:20])[NH:9][C:10]2[CH:15]=[CH:14][CH:13]=[C:12]([C:16]([F:19])([F:18])[F:17])[CH:11]=2)[N:6]=1.Cl[C:22]([O:24]C)=[O:23].O.N1C=CC=C[CH:28]=1>>[C:22]([O:24][NH:1][C:2]1[S:3][CH:4]=[C:5]([CH2:7][C:8](=[O:20])[NH:9][C:10]2[CH:15]=[CH:14][CH:13]=[C:12]([C:16]([F:19])([F:17])[F:18])[CH:11]=2)[N:6]=1)(=[O:23])[CH3:28]. Reported procedure: To a solution of 5.0 g (0.017 mole) of 2-amino-4-(3-trifluoromethylphenylcarbamoylmethyl)thiazole in 22 ml of pyridine, there was added dropwise 2.8 g (0.03 mole) of methyl chloroformate. The solution was stirred and heated at 40°-45° for eighteen hours. The mixture was poured into 300 ml of cold water and stirring induced crystal formation. The solid was collected and the filter cake was washed with water. There was obtained 4.9 g of product, m.p. 137°-40°. N.M.R. (dimethyl-d6 sulfoxide) ∂ 3.6-... The reactants are O=C(O)C(F)(F)F, CN(CC1OC(n2cnc3c(N)ncnc32)C2OC(C)(C)OC12)C1CC(NC(=O)Nc2ccc(C(C)(C)C)cc2)C1, O. Product: CN(CC1OC(n2cnc3c(N)ncnc32)C(O)C1O)C1CC(NC(=O)Nc2ccc(C(C)(C)C)cc2)C1. As a reaction SMILES: [F:42][C:43]([F:44])([F:45])[C:46]([OH:47])=[O:48].[NH2:1][c:2]1[c:3]2[n:4][cH:5][n:6]([CH:11]3[O:12][CH:13]([CH2:21][N:22]([CH:23]4[CH2:24][CH:25]([NH:27][C:28](=[O:29])[NH:30][c:31]5[cH:32][cH:33][c:34]([C:37]([CH3:38])([CH3:39])[CH3:40])[cH:35][cH:36]5)[CH2:26]4)[CH3:41])[CH:14]4[CH:15]3[O:16][C:17]([CH3:19])([CH3:20])[O:18]4)[c:7]2[n:8][cH:9][n:10]1.[OH2:49]>>[NH2:1][c:2]1[c:3]2[n:4][cH:5][n:6]([CH:11]3[O:12][CH:13]([CH2:21][N:22]([CH:23]4[CH2:24][CH:25]([NH:27][C:28](=[O:29])[NH:30][c:31]5[cH:32][cH:33][c:34]([C:37]([CH3:38])([CH3:39])[CH3:40])[cH:35][cH:36]5)[CH2:26]4)[CH3:41])[CH:14]([OH:18])[CH:15]3[OH:16])[c:7]2[n:8][cH:9][n:10]1. Reactants: C(C)(C)(C)OC(C1=CC(=NC(=C1)NCCCC=C)OCC)=O (2-ethoxy-6-pent-4-enylamino-isonicotinic acid tert-butyl ester). The solvent is FC(C(=O)O)(F)F (trifluoroacetic acid). Product: C(C)OC=1C=C(C(=O)O)C=C(N1)NCCCC=C (2-Ethoxy-6-pent-4-enylamino-isonicotinic acid). Reaction SMILES: C([O:5][C:6](=[O:22])[C:7]1[CH:12]=[C:11]([NH:13][CH2:14][CH2:15][CH2:16][CH:17]=[CH2:18])[N:10]=[C:9]([O:19][CH2:20][CH3:21])[CH:8]=1)(C)(C)C>FC(F)(F)C(O)=O>[CH2:20]([O:19][C:9]1[CH:8]=[C:7]([CH:12]=[C:11]([NH:13][CH2:14][CH2:15][CH2:16][CH:17]=[CH2:18])[N:10]=1)[C:6]([OH:22])=[O:5])[CH3:21]. Procedure details: The title compound is prepared by stirring 2-ethoxy-6-pent-4-enylamino-isonicotinic acid tert-butyl ester 18 h in neat trifluoroacetic acid. Evaporation of the TFA gives the title compound that is used in the next step without purification. The reactants are B (borane), FC(C(=O)OCC)(CC(=O)O)F (ethyl 2,2-difluoro-3-carboxypropionate). Run in O1CCCC1 (tetrahydrofuran), O1CCCC1 (tetrahydrofuran). Conditions: time 18 hour. The product is FC(C(=O)OCC)(CCO)F (ethyl 2,2-difluoro-4-hydroxybutyrate). As a reaction SMILES: B.[F:2][C:3]([F:13])([CH2:9][C:10](O)=[O:11])[C:4]([O:6][CH2:7][CH3:8])=[O:5]>O1CCCC1>[F:2][C:3]([F:13])([CH2:9][CH2:10][OH:11])[C:4]([O:6][CH2:7][CH3:8])=[O:5]. Procedure: A solution of 123.0 mL (0.123 mol) of 1.0 M of borane in tetrahydrofuran was added dropwise at 0° to a mixture of 12.4 g (0.068 mol) of ethyl 2,2-difluoro-3-carboxypropionate in 70 mL of dry tetrahydrofuran. The reaction mixture was stirred at 0° for 18 hr then was quenched by adding 40 mL of water dropwise. The solution was saturated with solid sodium chloride and the product was isolated with ether. The ether layers were washed with saturated aqueous sodium bicarbonate and brine. The solution ... The reactants are O=C([O-])[O-], C1COCCN1, Cc1ccccc1, Clc1ncccc1I, [Cs+], [Cs+], CC(=O)[O-], CC(=O)[O-], [Pd+2]. Yields the product Clc1ncccc1N1CCOCC1. RXN SMILES: [C:9](=[O:10])([O-:11])[O-:12].[CH2:15]1[CH2:16][O:17][CH2:18][CH2:19][NH:20]1.[CH3:30][c:31]1[cH:32][cH:33][cH:34][cH:35][cH:36]1.[Cl:1][c:2]1[n:3][cH:4][cH:5][cH:6][c:7]1[I:8].[Cs+:13].[Cs+:14].[O-:22][C:23]([CH3:24])=[O:25].[O-:26][C:27]([CH3:28])=[O:29].[Pd+2:21]>>[Cl:1][c:2]1[n:3][cH:4][cH:5][cH:6][c:7]1[N:20]1[CH2:15][CH2:16][O:17][CH2:18][CH2:19]1. The reactants are C1(=CC=CC=C1)C(CCCCCC)Br (1-phenylheptylbromide), ice water, [H-].[Na+] (sodium hydride), ClC1=C(C(=O)NC(=O)NC2=CC=C(C=C2)O)C(=CC=C1)Cl (N-(2,6-dichlorobenzoyl)-N'-(4-hydroxyphenyl)urea), O (water). Run in petroleum ether, CN(C=O)C (dimethylformamide). Run at time 20 minute. Product: ClC1=C(C(=O)NC(=O)NC2=CC=C(C=C2)OC(CCCCCC)C2=CC=CC=C2)C(=CC=C1)Cl (N-(2,6-dichlorobenzoyl)-N'-[4-(1-phenylheptyloxy)phenyl]urea). Reaction SMILES: [H-].[Na+].[Cl:3][C:4]1[CH:22]=[CH:21][CH:20]=[C:19]([Cl:23])[C:5]=1[C:6]([NH:8][C:9]([NH:11][C:12]1[CH:17]=[CH:16][C:15]([OH:18])=[CH:14][CH:13]=1)=[O:10])=[O:7].O.[C:25]1([CH:31](Br)[CH2:32][CH2:33][CH2:34][CH2:35][CH2:36][CH3:37])[CH:30]=[CH:29][CH:28]=[CH:27][CH:26]=1>CN(C)C=O>[Cl:3][C:4]1[CH:22]=[CH:21][CH:20]=[C:19]([Cl:23])[C:5]=1[C:6]([NH:8][C:9]([NH:11][C:12]1[CH:13]=[CH:14][C:15]([O:18][CH:31]([C:25]2[CH:26]=[CH:27][CH:28]=[CH:29][CH:30]=2)[CH2:32][CH2:33][CH2:34][CH2:35][CH2:36][CH3:37])=[CH:16][CH:17]=1)=[O:10])=[O:7] |f:0.1|. Reported procedure: 0.24 g of 55% sodium hydride dispersion in mineral oil were added to a solution of 1.63 g of N-(2,6-dichlorobenzoyl)-N'-(4-hydroxyphenyl)urea in 15 ml of dimethylformamide; the reaction mixture was stirred for 20 minutes with external cooling with water until a bright solution was obtained. 1.6 ml of 77% 1-phenylheptylbromide were added to this solution after which the reaction mixture was left to stand at room temperature for approximately 2 days. After pouring the reaction mixture on a mixture... Reactants: CN(C=CC(=O)C=1C=NC=CC1)C (3-dimethylamino-1-(3-pyridyl)-2-propen-1-one), NC1=NNC=C1Br (3-amino-4-bromopyrazole). Solvent: C(C)(=O)O (acetic acid). The product is BrC=1C=NN2C1N=CC=C2C=2C=NC=CC2 (3-Bromo-7-(3-pyridyl)pyrazolo[1,5-a]pyrimidine). As a reaction SMILES: C[N:2]([CH3:13])[CH:3]=[CH:4][C:5]([C:7]1[CH:8]=[N:9][CH:10]=[CH:11][CH:12]=1)=O.NC1[C:19]([Br:20])=[CH:18][NH:17][N:16]=1>C(O)(=O)C>[Br:20][C:19]1[CH:18]=[N:17][N:16]2[C:5]([C:7]3[CH:8]=[N:9][CH:10]=[CH:11][CH:12]=3)=[CH:4][CH:3]=[N:2][C:13]=12. Procedure: A mixture of 0.01 mole of 3-dimethylamino-1-(3-pyridyl)-2-propen-1-one and 0.01 mole of 3-amino-4-bromopyrazole in glacial acetic acid is heated at reflux temperature for 8 hours. The solvent is removed to give the product of the example, m.p. 243°-244° C. The reactants are C(=O)(C(F)(F)F)O (TFA), ClC1=NC(=NC(=C1)N1CC2=CC(=CC=C2CC1C)C=1C=NN(C1)C)N (4-chloro-6-[3-methyl-7-(1-methyl-1H-pyrazol-4-yl)-3,4-dihydroisoquinolin-2(1H)-yl]pyrimidin-2-amine), N1CCC(CC1)NC(OC(C)(C)C)=O (tert-butyl piperidin-4-ylcarbamate). Reaction SMILES: C(O)(C(F)(F)F)=O.Cl[C:9]1[CH:14]=[C:13]([N:15]2[CH:24]([CH3:25])[CH2:23][C:22]3[C:17](=[CH:18][C:19]([C:26]4[CH:27]=[N:28][N:29]([CH3:31])[CH:30]=4)=[CH:20][CH:21]=3)[CH2:16]2)[N:12]=[C:11]([NH2:32])[N:10]=1.[NH:33]1[CH2:38][CH2:37][CH:36]([NH:39]C(=O)OC(C)(C)C)[CH2:35][CH2:34]1>>[NH2:39][CH:36]1[CH2:37][CH2:38][N:33]([C:9]2[CH:14]=[C:13]([N:15]3[CH:24]([CH3:25])[CH2:23][C:22]4[C:17](=[CH:18][C:19]([C:26]5[CH:27]=[N:28][N:29]([CH3:31])[CH:30]=5)=[CH:20][CH:21]=4)[CH2:16]3)[N:12]=[C:11]([NH2:32])[N:10]=2)[CH2:34][CH2:35]1. Procedure: This compound was prepared as TFA salt by using procedures analogous to those described for the synthesis of Example 118 starting from 4-chloro-6-[3-methyl-7-(1-methyl-1H-pyrazol-4-yl)-3,4-dihydroisoquinolin-2(1H)-yl]pyrimidin-2-amine and tert-butyl piperidin-4-ylcarbamate (Aldrich, Cat. No. 540935). LCMS (M+H)+: m/z=419.2. Yields the product NC1CCN(CC1)C1=NC(=NC(=C1)N1CC2=CC(=CC=C2CC1C)C=1C=NN(C1)C)N (4-(4-Aminopiperidin-1-yl)-6-[3-methyl-7-(1-methyl-1H-pyrazol-4-yl)-3,4-dihydroisoquinolin-2(1H)-yl]pyrimidin-2-amine). Starting materials: [N-]=[N+]=[N-].[Na+] (Sodium azide), S(=O)(=O)(C1=CC=C(C)C=C1)OCCOCCOS(=O)(=O)C1=CC=C(C)C=C1 (diethyleneglycol ditosylate), O (water). Run in CN(C)C=O (DMF). Conditions: temperature 110 celsius. Product: C1(=CC=C(C=C1)S(=O)(=O)OCCOCCN=[N+]=[N-])C (5-azido-3-oxa-pentyl p-toluenesulfonate). Yield: 16.5%. RXN SMILES: [N-:1]=[N+:2]=[N-:3].[Na+].[S:5]([O:15][CH2:16][CH2:17][O:18][CH2:19][CH2:20]OS(C1C=CC(C)=CC=1)(=O)=O)([C:8]1[CH:14]=[CH:13][C:11]([CH3:12])=[CH:10][CH:9]=1)(=[O:7])=[O:6].O>CN(C=O)C>[C:11]1([CH3:12])[CH:10]=[CH:9][C:8]([S:5]([O:15][CH2:16][CH2:17][O:18][CH2:19][CH2:20][N:1]=[N+:2]=[N-:3])(=[O:6])=[O:7])=[CH:14][CH:13]=1 |f:0.1|. Reported procedure: Sodium azide (0.47 g, 7.24 mmol) added to a solution of diethyleneglycol ditosylate (3 g, 7.24 mmol) in DMF (30 mL) and the resulting mixture was heated to 110° C. for 5 hours. The reaction mixture was poured into chilled water (125 mL) and the product was extracted with ethyl acetate (3×100 mL), the collected organic extracts were washed with water (3×100 mL), brine and dried over MgSO4. The crude product was purified on SiO2 and DCM/MeOH 0-100% gradient as eluant to yield 0.34 g (16%) of 7 as ...